describe an organic reaction: reactants, conditions, products, and yield From a dataset of the Open Reaction Database (ORD), a public repository of structured organic reaction records. The reactants are CN(C)C=O, ClCc1ccccc1, O, Cc1ccc(O)cn1. Product: Cc1ccc(OCc2ccccc2)cn1. RXN SMILES: [CH3:18][N:19]([CH3:20])[CH:21]=[O:22].[Cl:9][CH2:10][c:11]1[cH:12][cH:13][cH:14][cH:15][cH:16]1.[OH2:17].[OH:1][c:2]1[cH:3][n:4][c:5]([CH3:8])[cH:6][cH:7]1>>[O:1]([c:2]1[cH:3][n:4][c:5]([CH3:8])[cH:6][cH:7]1)[CH2:10][c:11]1[cH:12][cH:13][cH:14][cH:15][cH:16]1. Reactants: CCOC(C)=O, CCN(C(C)C)C(C)C, CCOC(=O)Cc1cc(Cl)nc(Cl)n1, [I-], Cc1cc(N)n[nH]1, [Na+]. The product is CCOC(=O)Cc1cc(Nc2cc(C)[nH]n2)nc(Cl)n1. As a reaction SMILES: [CH3:33][CH2:34][O:35][C:36](=[O:37])[CH3:38].[CH:24]([N:25]([CH2:26][CH3:27])[CH:28]([CH3:29])[CH3:30])([CH3:31])[CH3:32].[Cl:1][c:2]1[n:3][c:4]([Cl:14])[cH:5][c:6]([CH2:8][C:9](=[O:10])[O:11][CH2:12][CH3:13])[n:7]1.[I-:16].[NH2:17][c:18]1[n:19][nH:20][c:21]([CH3:23])[cH:22]1.[Na+:15]>>[Cl:1][c:2]1[n:3][c:4]([NH:17][c:18]2[n:19][nH:20][c:21]([CH3:23])[cH:22]2)[cH:5][c:6]([CH2:8][C:9](=[O:10])[O:11][CH2:12][CH3:13])[n:7]1.